Dataset: the Open Reaction Database (ORD), a public repository of structured organic reaction records. Task: describe an organic reaction: reactants, conditions, products, and yield Starting materials: BrBr, CCCC(=O)OC1C(C)OC(Sc2ccccc2)C(OCc2ccccc2)C1OC(=O)CCC, ClCCl. Product: CCCC(=O)OC1C(C)OC(Br)C(OCc2ccccc2)C1OC(=O)CCC. As a reaction SMILES: [Br:35][Br:36].[C:1]([CH2:2][CH2:3][CH3:4])(=[O:5])[O:6][CH:7]1[CH:8]([O:27][CH2:28][c:29]2[cH:30][cH:31][cH:32][cH:33][cH:34]2)[CH:9]([S:10][c:11]2[cH:12][cH:13][cH:14][cH:15][cH:16]2)[O:17][CH:18]([CH3:26])[CH:19]1[O:20][C:21]([CH2:22][CH2:23][CH3:24])=[O:25].[Cl:37][CH2:38][Cl:39]>>[C:1]([CH2:2][CH2:3][CH3:4])(=[O:5])[O:6][CH:7]1[CH:8]([O:27][CH2:28][c:29]2[cH:30][cH:31][cH:32][cH:33][cH:34]2)[CH:9]([Br:35])[O:17][CH:18]([CH3:26])[CH:19]1[O:20][C:21]([CH2:22][CH2:23][CH3:24])=[O:25].